describe an organic reaction: reactants, conditions, products, and yield From a dataset of the Open Reaction Database (ORD), a public repository of structured organic reaction records. Starting materials: C(C)(=O)O (acetic acid), N1=CC=CC=C1 (pyridine), 4-dimethyl aminopyridine, C(C)(CC)C1=CC2=C(C3(C(O2)(C2=CC=CC=C2C3=O)O)O)C=C1 (7-sec-Butyl-4b,9b-dihydroxy-4bH-benzo[d]indeno[1,2-b]-furan-10(9bH)-one), C1CCOC1 (THF). Conditions: time 12 hour. Yields the product C(C)(=O)OC1=C(C=CC(=C1)C(C)(C)C)C1(C(C2=CC=CC=C2C1=O)=O)OC(C)=O (2-(2-Acetoxy-1,3-dioxo-2,3-dihydro-1H-inden-2-yl)-5-tert-butylphenyl acetate). Yield: 42.0%. RXN SMILES: [CH:1]([C:5]1[CH:23]=[CH:22][C:8]2[C:9]3([OH:21])[C:18](=[O:19])[C:17]4[C:12](=[CH:13][CH:14]=[CH:15][CH:16]=4)[C:10]3([OH:20])[O:11][C:7]=2[CH:6]=1)([CH2:3]C)[CH3:2].[C:24]([OH:27])(=O)[CH3:25].N1C=CC=C[CH:29]=1.C1C[O:37][CH2:36][CH2:35]1>>[C:36]([O:11][C:7]1[CH:6]=[C:5]([C:1]([CH3:2])([CH3:29])[CH3:3])[CH:23]=[CH:22][C:8]=1[C:9]1([O:21][C:24](=[O:27])[CH3:25])[C:18](=[O:19])[C:17]2[C:12](=[CH:13][CH:14]=[CH:15][CH:16]=2)[C:10]1=[O:20])(=[O:37])[CH3:35]. Procedure: 7-sec-Butyl-4b,9b-dihydroxy-4bH-benzo[d]indeno[1,2-b]-furan-10(9bH)-one (0.52 g, 1.67 mmol) was completely dissolved in anhydrous THF (20 ml). This solution was added with anhydrous acetic acid (0.34 g, 3.3 mmol), pyridine (0.13 g, 1.6 mmol), and 4-dimethyl aminopyridine (0.05 g), and stirred at room temperature for 12 hrs. After the reaction mixture was extracted with dichloromethane, the organic layer was concentrated and purified using column chromatography (ethylacetate:hexane=1:4 to 1:2) to... Reactants: [OH-].[Na+] (sodium hydroxide), N1=C(C=CC=C1)C=O (2-pyridinecarboxaldehyde), ClC=1C=C(C=CC1)C=1OC2=C(N1)C=CC=C2N (2-(3-chlorophenyl)-7-amino-benzoxazole), C(#N)[BH3-].[Na+] (sodium cyanoborohydride). Run in CO (methanol), Cl (HCl), CO (methanol), Cl (HCl), CO (methanol). Reaction conditions: time 1 hour. The product is ClC=1C=C(C=CC1)C=1OC2=C(N1)C=CC=C2NCC2=NC=CC=C2 (2-(3-chlorophenyl)-7-(2-pyridylmethylamino)benzoxazole). Yield: 96.8%. As a reaction SMILES: [Cl:1][C:2]1[CH:3]=[C:4]([C:8]2[O:9][C:10]3[C:16]([NH2:17])=[CH:15][CH:14]=[CH:13][C:11]=3[N:12]=2)[CH:5]=[CH:6][CH:7]=1.[N:18]1[CH:23]=[CH:22][CH:21]=[CH:20][C:19]=1[CH:24]=O.C([BH3-])#N.[Na+].[OH-].[Na+]>CO.Cl>[Cl:1][C:2]1[CH:3]=[C:4]([C:8]2[O:9][C:10]3[C:16]([NH:17][CH2:24][C:19]4[CH:20]=[CH:21][CH:22]=[CH:23][N:18]=4)=[CH:15][CH:14]=[CH:13][C:11]=3[N:12]=2)[CH:5]=[CH:6][CH:7]=1 |f:2.3,4.5|. Reported procedure: To a stirred suspension of 2-(3-chlorophenyl)-7-amino-benzoxazole (1.10 g, 0.0045 mol) in 10 ml of methanol, 2.5 ml of 1 N HCl in methanol, was added. 2-pyridinecarboxaldehyde(0.043 g, 0.0040 mol) was added to this suspension followed by sodium cyanoborohydride (0.32 g, 0.0051 mol) and the pH was adjusted to 6 using 1 N HCl in methanol. After 1 hour, 1 N sodium hydroxide was added to bring the pH to 10 and the reaction was extracted with 3×50 ml of ethyl acetate. The combined ethyl acetate extra... Reactants: N1CCCCCC1 (Azepane), BrCCCN1C(C2=CC=CC=C2C1=O)=O (2-(3-bromopropyl)isoindoline-1,3-dione), C([O-])([O-])=O.[K+].[K+] (potassium carbonate). The solvent is CC(=O)C (acetone). Run at time 8 hour. Yields the product N1(CCCCCC1)CCCN1C(C2=CC=CC=C2C1=O)=O (2-(3-(azepan-1-yl)propyl)isoindoline-1,3-dione). As a reaction SMILES: [NH:1]1[CH2:7][CH2:6][CH2:5][CH2:4][CH2:3][CH2:2]1.Br[CH2:9][CH2:10][CH2:11][N:12]1[C:20](=[O:21])[C:19]2[C:14](=[CH:15][CH:16]=[CH:17][CH:18]=2)[C:13]1=[O:22].C(=O)([O-])[O-].[K+].[K+]>CC(C)=O>[N:1]1([CH2:9][CH2:10][CH2:11][N:12]2[C:20](=[O:21])[C:19]3[C:14](=[CH:15][CH:16]=[CH:17][CH:18]=3)[C:13]2=[O:22])[CH2:7][CH2:6][CH2:5][CH2:4][CH2:3][CH2:2]1 |f:2.3.4|. Reported procedure: The mixture of Azepane (2.3 mL), 2-(3-bromopropyl)isoindoline-1,3-dione (5.4 g) and potassium carbonate (5.5 g) in acetone (50 mL) was stirred at room temperature overnight. The solid was filtered and the filtrate was concentrated to provide 2-(3-(azepan-1-yl)propyl)isoindoline-1,3-dione, used without purification. Reactants: diazonium salt, diazonium salt, C=CC1=CC=CC=C1 (styrene), NC=CC1=CC=CC=C1 (aminostyrene), N(=O)[O-].[Na+] (sodium nitrite), C1(=CC=CC=C1)S(=O)(=O)O (benzenesulfonic acid). Run in C(C)O (Ethanol), O (water). Product: diazonium salt, NC1=CC=C(C=C)C=C1 (4-aminostyrene). Procedure: The diazonium salt of 4-aminostyrene is prepared as described above from 3.6 g aminostyrene, 2.1 g sodium nitrite, and 150 g water. Ethanol, 10 g, is added to completely dissolve the diazonium salt. A solution of SA-treated MMC is added to the diazonium salt solution, and it is allowed to react for 18 hours under mixing. The solution is filtered to provide MMC solution at about 11 wt %. This MMC contains both benzenesulfonic acid and styrene functionalities covalently attached to the MMC particl... Reaction SMILES: N[CH:2]=[CH:3][C:4]1[CH:9]=[CH:8][CH:7]=[CH:6][CH:5]=1.[N:10]([O-])=O.[Na+].C1(S(O)(=O)=O)C=CC=CC=1.C=CC1C=CC=CC=1>C(O)C.O>[NH2:10][C:7]1[CH:8]=[CH:9][C:4]([CH:3]=[CH2:2])=[CH:5][CH:6]=1 |f:1.2|.